Dataset: the Open Reaction Database (ORD), a public repository of structured organic reaction records. Task: describe an organic reaction: reactants, conditions, products, and yield Procedure details: The above-obtained pale yellow solid [i.e. 1-(2-n-propoxyethyl)-2-(4-methyl-1-piperazinyl)methylbenzimidazole] (3.5 g) is treated with fumaric acid (2.57 g), and the crude crystal thus obtained is recrystallized from ethyl acetate-ethanol to give 1-(2-n-propoxyethyl)-2-(4-methyl-1-piperaziny)methylbenzimidazole difumarate (3.49 g) as colorless crystals, m.p. 160.5°-161.5° C. Reaction SMILES: [CH2:1]([O:4][CH2:5][CH2:6][N:7]1[C:11]2[CH:12]=[CH:13][CH:14]=[CH:15][C:10]=2[N:9]=[C:8]1[CH2:16][N:17]1[CH2:22][CH2:21][N:20]([CH3:23])[CH2:19][CH2:18]1)[CH2:2][CH3:3].[C:24]([OH:31])(=[O:30])/[CH:25]=[CH:26]/[C:27]([OH:29])=[O:28]>>[C:24]([OH:31])(=[O:30])/[CH:25]=[CH:26]/[C:27]([OH:29])=[O:28].[C:24]([OH:31])(=[O:30])/[CH:25]=[CH:26]/[C:27]([OH:29])=[O:28].[CH2:1]([O:4][CH2:5][CH2:6][N:7]1[C:11]2[CH:12]=[CH:13][CH:14]=[CH:15][C:10]=2[N:9]=[C:8]1[CH2:16][N:17]1[CH2:22][CH2:21][N:20]([CH3:23])[CH2:19][CH2:18]1)[CH2:2][CH3:3] |f:2.3.4|. Product: C(\C=C\C(=O)O)(=O)O.C(\C=C\C(=O)O)(=O)O.C(CC)OCCN1C(=NC2=C1C=CC=C2)CN2CCN(CC2)C (1-(2-n-propoxyethyl)-2-(4-methyl-1-piperaziny)methylbenzimidazole difumarate). Reactants: C(CC)OCCN1C(=NC2=C1C=CC=C2)CN2CCN(CC2)C (1-(2-n-propoxyethyl)-2-(4-methyl-1-piperazinyl)methylbenzimidazole), C(\C=C\C(=O)O)(=O)O (fumaric acid). Reactants: FC(S(=O)(=O)OC=1C=C2C=C(C=NC2=CC1)NCCO[Si](C)(C)C(C)(C)C)(F)F (3-(2-(tert-buty Idimethylsilyloxy)ethylamino)quinolin-6-yl trifluoromethanesulfonate), CN1N=CC(=C1)C=1C=CC=2N(C1)C(=NN2)S (6-(1-methyl-1H-pyrazol-4-yl)-[1,2,4]triazolo[4,3-a]pyridine-3-thiol), CC1(C2=C(C(=CC=C2)P(C3=CC=CC=C3)C4=CC=CC=C4)OC5=C(C=CC=C51)P(C6=CC=CC=C6)C7=CC=CC=C7)C (xantphos), CCN(C(C)C)C(C)C (DIPEA). Reagents/catalysts: C=1C=CC(=CC1)/C=C/C(=O)/C=C/C2=CC=CC=C2.C=1C=CC(=CC1)/C=C/C(=O)/C=C/C2=CC=CC=C2.C=1C=CC(=CC1)/C=C/C(=O)/C=C/C2=CC=CC=C2.[Pd].[Pd] (Pd2(dba)3). Run in CN(C)C=O (DMF). Reaction conditions: temperature 110 celsius, time 1 hour. The product is [Si](C)(C)(C(C)(C)C)OCCNC=1C=NC2=CC=C(C=C2C1)SC1=NN=C2N1C=C(C=C2)C=2C=NN(C2)C (N-(2-(tert-butyldimethylsilyloxy)ethyl)-6-(6-(1-methyl-1H-pyrazol-4-yl)-[1,2,4]triazolo[4,3-a]pyridin-3-ylthio)quinolin-3-amine). Isolated yield 42.4%. RXN SMILES: FC(F)(F)S(O[C:7]1[CH:8]=[C:9]2[C:14](=[CH:15][CH:16]=1)[N:13]=[CH:12][C:11]([NH:17][CH2:18][CH2:19][O:20][Si:21]([C:24]([CH3:27])([CH3:26])[CH3:25])([CH3:23])[CH3:22])=[CH:10]2)(=O)=O.[CH3:30][N:31]1[CH:35]=[C:34]([C:36]2[CH:37]=[CH:38][C:39]3[N:40]([C:42]([SH:45])=[N:43][N:44]=3)[CH:41]=2)[CH:33]=[N:32]1.CC1(C)C2C(=C(P(C3C=CC=CC=3)C3C=CC=CC=3)C=CC=2)OC2C(P(C3C=CC=CC=3)C3C=CC=CC=3)=CC=CC1=2.CCN(C(C)C)C(C)C>CN(C=O)C.C1C=CC(/C=C/C(/C=C/C2C=CC=CC=2)=O)=CC=1.C1C=CC(/C=C/C(/C=C/C2C=CC=CC=2)=O)=CC=1.C1C=CC(/C=C/C(/C=C/C2C=CC=CC=2)=O)=CC=1.[Pd].[Pd]>[Si:21]([O:20][CH2:19][CH2:18][NH:17][C:11]1[CH:12]=[N:13][C:14]2[C:9]([CH:10]=1)=[CH:8][C:7]([S:45][C:42]1[N:40]3[CH:41]=[C:36]([C:34]4[CH:33]=[N:32][N:31]([CH3:30])[CH:35]=4)[CH:37]=[CH:38][C:39]3=[N:44][N:43]=1)=[CH:16][CH:15]=2)([C:24]([CH3:25])([CH3:26])[CH3:27])([CH3:22])[CH3:23] |f:5.6.7.8.9|. Procedure: A mixture of Intermediate Q28 (0.2 g, 0.444 mmol), Intermediate E (0.103 g, 0.444 mmol), xantphos (0.051 g, 0.089 mmol), Pd2(dba)3 (0.041 g, 0.044 mmol) and DIPEA (0.155 ml, 0.888 mmol) in DMF (10 ml) was bubbled with Ar gas for 10 min and then the reaction mixture was stirred under MW radiation at 110° C. for 1 h. The solvent was removed under reduced pressure. The residue was purified by silica gel chromatography (DCM/MeOH=40/1) to afford the title compound as brown oil (0.1 g, 42.4% yield). L...